describe an organic reaction: reactants, conditions, products, and yield From a dataset of the Open Reaction Database (ORD), a public repository of structured organic reaction records. Starting materials: NC1=NNC2=NC=NC(=C21)NC2=CC(=CC=C2)Cl (3-amino-4-(3-chloro-phenylamino)-1H-pyrazolo[3,4-d]pyrimidine), C(C)(=O)O (acetic acid), C(C)(C)(C)N1N=C(N=N1)C1=C(C=O)C=CC=C1 (2-(2-tert-butyl-tetrazol-5-yl)-benzaldehyde). The solvent is CO (methanol). Yields the product ClC=1C=C(C=CC1)NC1=C2C(=NC=N1)NN=C2N=CC2=C(C=CC=C2)C=2N=NN(N2)C(C)(C)C (4-(3-chloro-phenylamino)-3-[(2-(2-tert-butyl-tetrazol-5-yl)-phenyl}-methyleneamino]-1H-pyrazolo[3,4-d]pyrimidine). Reaction SMILES: [NH2:1][C:2]1[C:10]2[C:5](=[N:6][CH:7]=[N:8][C:9]=2[NH:11][C:12]2[CH:17]=[CH:16][CH:15]=[C:14]([Cl:18])[CH:13]=2)[NH:4][N:3]=1.C(O)(=O)C.[C:23]([N:27]1[N:31]=[N:30][C:29]([C:32]2[CH:39]=[CH:38][CH:37]=[CH:36][C:33]=2[CH:34]=O)=[N:28]1)([CH3:26])([CH3:25])[CH3:24]>CO>[Cl:18][C:14]1[CH:13]=[C:12]([NH:11][C:9]2[N:8]=[CH:7][N:6]=[C:5]3[NH:4][N:3]=[C:2]([N:1]=[CH:34][C:33]4[CH:36]=[CH:37][CH:38]=[CH:39][C:32]=4[C:29]4[N:30]=[N:31][N:27]([C:23]([CH3:26])([CH3:25])[CH3:24])[N:28]=4)[C:10]=23)[CH:17]=[CH:16][CH:15]=1. Procedure details: Analogously to Example 32, 521 mg (2.00 mmol) of 3-amino-4-(3-chloro-phenylamino)-1H-pyrazolo[3,4-d]pyrimidine (see Step 1.6) and 343 μl of acetic acid are dissolved in 50 ml of methanol and reacted with 691 mg (3.0 mmol) of 2-(2-tert-butyl-tetrazol-5-yl)-benzaldehyde to form 4-(3-chloro-phenylamino)-3-[(2-(2-tert-butyl-tetrazol-5-yl)-phenyl}-methyleneamino]-1H-pyrazolo[3,4-d]pyrimidine. Reduction of the above intermediate in 30 ml of DMEU with 16 ml (16 mmol) of DIBAL-H and analogous working-up... The reactants are O=C(OCc1ccccc1)c1ccc([O-])cc1, CN(C)C=O, Fc1c(F)c(F)c(-c2c(F)c(F)c(F)c(F)c2F)c(F)c1F, [K+], [K]. Product: O=C(OCc1ccccc1)c1ccc(Oc2c(F)c(F)c(-c3c(F)c(F)c(F)c(F)c3F)c(F)c2F)cc1. As a reaction SMILES: [CH2:23]([c:24]1[cH:25][cH:26][cH:27][cH:28][cH:29]1)[O:30][C:31](=[O:32])[c:33]1[cH:34][cH:35][c:36]([O-:37])[cH:38][cH:39]1.[CH3:42][N:43]([CH3:44])[CH:45]=[O:46].[F:1][c:2]1[c:3]([F:22])[c:4]([F:21])[c:5]([F:20])[c:6]([F:19])[c:7]1-[c:8]1[c:9]([F:18])[c:10]([F:17])[c:11]([F:16])[c:12]([F:15])[c:13]1[F:14].[K+:40].[K:41]>>[F:1][c:2]1[c:3]([F:22])[c:4]([F:21])[c:5]([F:20])[c:6]([F:19])[c:7]1-[c:8]1[c:9]([F:18])[c:10]([F:17])[c:11]([O:37][c:36]2[cH:35][cH:34][c:33]([C:31]([O:30][CH2:23][c:24]3[cH:25][cH:26][cH:27][cH:28][cH:29]3)=[O:32])[cH:39][cH:38]2)[c:12]([F:15])[c:13]1[F:14]. Starting materials: ClC1=NC=C(C2=CC=CC=C12)O (1-chloro-4-hydroxyisoquinoline), FC=1C=C(C#N)C=CC1F (3,4-difluorobenzonitrile). The product is ClC1=NC=C(C2=CC=CC=C12)OC1=C(C=C(C#N)C=C1)F (4-(1-Chloroisoquinolin-4-yloxy)-3-fluorobenzonitrile). As a reaction SMILES: [Cl:1][C:2]1[C:11]2[C:6](=[CH:7][CH:8]=[CH:9][CH:10]=2)[C:5]([OH:12])=[CH:4][N:3]=1.[F:13][C:14]1[CH:15]=[C:16]([CH:19]=[CH:20][C:21]=1F)[C:17]#[N:18]>>[Cl:1][C:2]1[C:11]2[C:6](=[CH:7][CH:8]=[CH:9][CH:10]=2)[C:5]([O:12][C:21]2[CH:20]=[CH:19][C:16]([C:17]#[N:18])=[CH:15][C:14]=2[F:13])=[CH:4][N:3]=1. Procedure: Using the procedure outlined in Preparation 17, 1-chloro-4-hydroxyisoquinoline and 3,4-difluorobenzonitrile were converted to the title compound: RT=3.90 min; m/z (ES+)=299.04 [M+H]+. Reactants: CN(C)C1(c2cccc(F)c2)CCC(=O)CC1, CN(C)C=O, COC[P+](c1ccccc1)(c1ccccc1)c1ccccc1, [Cl-], Cl, [H-], [Na+], C1CCOC1. Product: CN(C)C1(c2cccc(F)c2)CCC(C=O)CC1. Reaction SMILES: [CH3:26][N:27]([C:28]1([c:35]2[cH:36][c:37]([F:41])[cH:38][cH:39][cH:40]2)[CH2:29][CH2:30][C:31](=[O:34])[CH2:32][CH2:33]1)[CH3:42].[CH3:49][N:50]([CH3:51])[CH:52]=[O:53].[CH3:4][O:5][CH2:6][P+:7]([c:8]1[cH:9][cH:10][cH:11][cH:12][cH:13]1)([c:14]1[cH:15][cH:16][cH:17][cH:18][cH:19]1)[c:20]1[cH:21][cH:22][cH:23][cH:24][cH:25]1.[Cl-:3].[ClH:43].[H-:1].[Na+:2].[O:44]1[CH2:45][CH2:46][CH2:47][CH2:48]1>>[CH:4](=[O:5])[CH:31]1[CH2:30][CH2:29][C:28]([N:27]([CH3:26])[CH3:42])([c:35]2[cH:36][c:37]([F:41])[cH:38][cH:39][cH:40]2)[CH2:33][CH2:32]1. The product is FC(COC1=NC=C(C=C1)C(C(F)(F)F)=O)(F)F (2-(2,2,2-Trifluoroethoxy)-5-trifluoroacetylpyridine). Reagents/catalysts: S(=O)(=O)(O)[O-].C(CCC)[N+](CCCC)(CCCC)CCCC (tetrabutylammonium hydrogen sulfate). Reactants: FC(COC1=NC=C(C=C1)C(C(F)(F)F)O)(F)F (2-(2,2,2-trifluoroethoxy)-5-(2,2,2-trifluoro-1-hydroxyethyl)pyridine), O (water), Cl[O-].[Na+] (sodium hypochlorite). Procedure details: 2.75 g (0.01 mol) of 2-(2,2,2-trifluoroethoxy)-5-(2,2,2-trifluoro-1-hydroxyethyl)pyridine and 0.18 g (0.0005 mol) of tetrabutylammonium hydrogen sulfate are dissolved in 30 ml of methylene chloride at room temperature. 22 ml (0.036 mol) of an approximately 12% strength sodium hypochlorite solution are metered in within 10 minutes with vigorous stirring and the mixture is stirred for a further 4.5 hours during which the reaction temperature rises to 25° C. The reaction mixture is added to 50 ml o... As a reaction SMILES: [F:1][C:2]([F:18])([F:17])[CH2:3][O:4][C:5]1[CH:10]=[CH:9][C:8]([CH:11]([OH:16])[C:12]([F:15])([F:14])[F:13])=[CH:7][N:6]=1.Cl[O-].[Na+].O>S([O-])(O)(=O)=O.C([N+](CCCC)(CCCC)CCCC)CCC.C(Cl)Cl>[F:18][C:2]([F:1])([F:17])[CH2:3][O:4][C:5]1[CH:10]=[CH:9][C:8]([C:11](=[O:16])[C:12]([F:13])([F:14])[F:15])=[CH:7][N:6]=1 |f:1.2,4.5|. Solvent: C(Cl)Cl (methylene chloride). The reactants are N#Cc1ccc(F)c2ccccc12, N#Cc1ccc(N2CCC(O)(c3ccccc3)CC2)c2ccccc12, CN1CC2(C)CNCC(C)(C1)C2O. Product: CN1CC2(C)CN(c3ccc(C#N)c4ccccc34)CC(C)(C1)C2O. As a reaction SMILES: [C:26](#[N:27])[c:28]1[cH:29][cH:30][c:31]([F:38])[c:32]2[cH:33][cH:34][cH:35][cH:36][c:37]12.[OH:1][C:2]1([c:3]2[cH:4][cH:5][cH:6][cH:7][cH:8]2)[CH2:9][CH2:10][N:11]([c:12]2[c:13]3[c:14]([cH:15][cH:16][cH:17][cH:18]3)[c:19]([C:20]#[N:21])[cH:22][cH:23]2)[CH2:24][CH2:25]1.[OH:39][CH:40]1[C:41]2([CH3:51])[CH2:42][NH:43][CH2:44][C:45]1([CH3:50])[CH2:46][N:47]([CH3:49])[CH2:48]2>>[C:26](#[N:27])[c:28]1[cH:29][cH:30][c:31]([N:43]2[CH2:42][C:41]3([CH3:51])[CH:40]([OH:39])[C:45]([CH3:50])([CH2:44]2)[CH2:46][N:47]([CH3:49])[CH2:48]3)[c:32]2[cH:33][cH:34][cH:35][cH:36][c:37]12. Starting materials: Cl.ClC=1C=C2C=CC(=CC2=CC1)C(O)C1CCNCC1 (α-(6-chloro-2-naphthyl)-4-piperidinemethanol hydrochloride), ClCCCC(=O)C1=CC=C(C=C1)F (4-chloro-1-(4-fluorophenyl)-1-butanone), N1CCC(CC1)C(=O)C1=CC2=CC=C(C=C2C=C1)Cl (6-chloro-2-naphthyl 4-piperidyl ketone), ClCCCC(O)C1=CC=C(C=C1)F (4-chloro-1-(4-fluorophenyl)butanol). Yields the product FC1=CC=C(C=C1)C(CCCN1CCC(CC1)C(O)C1=CC2=CC=C(C=C2C=C1)Cl)O (α-(4-fluorophenyl)-4-[(6-chloro-2-naphthyl)hydroxymethyl]-1-piperidinebutanol). Reaction SMILES: Cl.[Cl:2][C:3]1[CH:4]=[C:5]2[C:10](=[CH:11][CH:12]=1)[CH:9]=[C:8]([CH:13]([CH:15]1[CH2:20][CH2:19][NH:18][CH2:17][CH2:16]1)[OH:14])[CH:7]=[CH:6]2.N1CCC(C(C2C=CC3C(=CC=C(Cl)C=3)C=2)=O)CC1.Cl[CH2:41][CH2:42][CH2:43][CH:44]([C:46]1[CH:51]=[CH:50][C:49]([F:52])=[CH:48][CH:47]=1)[OH:45].ClCCCC(C1C=CC(F)=CC=1)=O>>[F:52][C:49]1[CH:48]=[CH:47][C:46]([CH:44]([OH:45])[CH2:43][CH2:42][CH2:41][N:18]2[CH2:19][CH2:20][CH:15]([CH:13]([C:8]3[CH:7]=[CH:6][C:5]4[C:10](=[CH:11][CH:12]=[C:3]([Cl:2])[CH:4]=4)[CH:9]=3)[OH:14])[CH2:16][CH2:17]2)=[CH:51][CH:50]=1 |f:0.1|. Reported procedure: When in the procedure of Example 25, α-(6-chloro-2-naphthyl)-4-piperidinemethanol hydrochloride is substituted for 6-chloro-2-naphthyl 4-piperidyl ketone and 4-chloro-1-(4-fluorophenyl)butanol substituted for 4-chloro-1-(4-fluorophenyl)-1-butanone, α-(4-fluorophenyl)-4-[(6-chloro-2-naphthyl)hydroxymethyl]-1-piperidinebutanol is produced.